Dataset: the Open Reaction Database (ORD), a public repository of structured organic reaction records. Task: describe an organic reaction: reactants, conditions, products, and yield The reactants are C(C)OC(CC=1C=C(C(=CC1)OC)C1=C(C=C(C=C1)C(F)(F)F)CBr)=O ((2′-bromomethyl-6-methoxy-4′-trifluoromethyl-biphenyl-3-yl)-acetic acid ethyl ester), C1(=CC=CC=C1)O (phenol), [H-].[Na+] (sodium hydride). Run in O1CCOCC1 (1,4-dioxane). Reaction conditions: temperature 55 celsius, time 8 hour. Product: C(C)OC(CC=1C=C(C(=CC1)OC)C1=C(C=C(C=C1)C(F)(F)F)COC1=CC=CC=C1)=O ((6-Methoxy-2′-phenoxymethyl-4′-trifluoromethyl-biphenyl-3-yl)-acetic acid ethyl ester). Reaction SMILES: [CH2:1]([O:3][C:4](=[O:26])[CH2:5][C:6]1[CH:7]=[C:8]([C:14]2[CH:19]=[CH:18][C:17]([C:20]([F:23])([F:22])[F:21])=[CH:16][C:15]=2[CH2:24]Br)[C:9]([O:12][CH3:13])=[CH:10][CH:11]=1)[CH3:2].[C:27]1([OH:33])[CH:32]=[CH:31][CH:30]=[CH:29][CH:28]=1.[H-].[Na+]>O1CCOCC1>[CH2:1]([O:3][C:4](=[O:26])[CH2:5][C:6]1[CH:7]=[C:8]([C:14]2[CH:19]=[CH:18][C:17]([C:20]([F:23])([F:22])[F:21])=[CH:16][C:15]=2[CH2:24][O:33][C:27]2[CH:32]=[CH:31][CH:30]=[CH:29][CH:28]=2)[C:9]([O:12][CH3:13])=[CH:10][CH:11]=1)[CH3:2] |f:2.3|. Procedure: To (2′-bromomethyl-6-methoxy-4′-trifluoromethyl-biphenyl-3-yl)-acetic acid ethyl ester (0.103 g, 0.24 mmol) and phenol (0.012 g, 0.26 mmol) in 1,4-dioxane (2 mL) was added sodium hydride (60% in mineral oil; 0.013 g, 0.29 mmol), and the reaction was stirred at 55° C. overnight. The mixture was quenched with H2O, and the solution was used directly in the hydrolysis step. The reactants are [Br-], C1CCOC1, CC#N, COc1cc(N2CCC(C)(C(O)CCl)CC2)ccc1Cl, Cc1n[nH]c(C(F)(F)F)c1Cl, OCl, [H-], [H][H], [Li+], [Na+]. Product: COc1cc(N2CCC(C)(C(O)Cn3nc(C(F)(F)F)c(Cl)c3C)CC2)ccc1Cl. RXN SMILES: [Br-:37].[CH2:40]1[O:41][CH2:42][CH2:43][CH2:44]1.[CH3:45][C:46]#[N:47].[Cl:16][CH2:17][CH:18]([OH:19])[C:20]1([CH3:35])[CH2:21][CH2:22][N:23]([c:26]2[cH:27][c:28]([O:33][CH3:34])[c:29]([Cl:32])[cH:30][cH:31]2)[CH2:24][CH2:25]1.[Cl:1][c:2]1[c:3]([CH3:11])[n:4][nH:5][c:6]1[C:7]([F:8])([F:9])[F:10].[Cl:38][OH:39].[H-:12].[H:14][H:15].[Li+:36].[Na+:13]>>[Cl:1][c:2]1[c:3]([CH3:11])[n:4]([CH2:17][CH:18]([OH:19])[C:20]2([CH3:35])[CH2:21][CH2:22][N:23]([c:26]3[cH:27][c:28]([O:33][CH3:34])[c:29]([Cl:32])[cH:30][cH:31]3)[CH2:24][CH2:25]2)[n:5][c:6]1[C:7]([F:8])([F:9])[F:10]. The reactants are C(#N)C1=CC(=C(C(=O)O)C=C1)F (4-Cyano-2-fluorobenzoic acid), NO.Cl (NH2OH.HCl), 8-hydroxyquinone, C(=O)([O-])[O-].[K+].[K+] (K2CO3). Solvent: CCO (EtOH), O (water), O (water). The yield is 64.2%. Product: FC1=C(C(=O)O)C=CC(=C1)C(NO)=N (2-fluoro-4-(N-hydroxycarbamimidoyl)-benzoic acid). Reported procedure: To a solution of 4-Cyano-2-fluorobenzoic acid (1 g, 6.06 mmol) in EtOH (10.09 mL) was added NH2OH.HCl (0.884 g, 12.72 mmol) previously dissolved in water (5 mL) and aqueous solution K2CO3 (1.339 g, 9.69 mmol) in water (15 mL). Then 8-hydroxyquinone (0.011 g, 0.079 mmol) was added. The resulting solution was stirred at reflux for 4 h. EtOH was evaporated from the reaction mixture, then acidified to pH 3 with aqueous HCl (2 N) solution. The precipitate was filtered, washed with water and dried to ... RXN SMILES: [C:1]([C:3]1[CH:11]=[CH:10][C:6]([C:7]([OH:9])=[O:8])=[C:5]([F:12])[CH:4]=1)#[N:2].[NH2:13][OH:14].Cl.C([O-])([O-])=O.[K+].[K+]>CCO.O>[F:12][C:5]1[CH:4]=[C:3]([C:1](=[NH:2])[NH:13][OH:14])[CH:11]=[CH:10][C:6]=1[C:7]([OH:9])=[O:8] |f:1.2,3.4.5|. Reactants: O=C([O-])[O-], CCOC(=O)C1=CN(C(=O)c2ccc(F)cc2)CCc2c1[nH]c1c(O)cccc21, CI, CC(C)=O, [K+], [K+]. The product is CCOC(=O)C1=CN(C(=O)c2ccc(F)cc2)CCc2c1[nH]c1c(OC)cccc21. As a reaction SMILES: [C:30](=[O:31])([O-:32])[O-:33].[CH2:1]([CH3:2])[O:3][C:4](=[O:5])[C:6]1=[CH:7][N:8]([C:21]([c:22]2[cH:23][cH:24][c:25]([F:28])[cH:26][cH:27]2)=[O:29])[CH2:9][CH2:10][c:11]2[c:12]1[nH:13][c:14]1[c:15]([OH:20])[cH:16][cH:17][cH:18][c:19]21.[CH3:36][I:37].[CH3:38][C:39](=[O:40])[CH3:41].[K+:34].[K+:35]>>[CH2:1]([CH3:2])[O:3][C:4](=[O:5])[C:6]1=[CH:7][N:8]([C:21]([c:22]2[cH:23][cH:24][c:25]([F:28])[cH:26][cH:27]2)=[O:29])[CH2:9][CH2:10][c:11]2[c:12]1[nH:13][c:14]1[c:15]([O:20][CH3:30])[cH:16][cH:17][cH:18][c:19]21. The reactants are CCOC(=O)CC1CCC(C(=O)N(CC)c2ccc(OC(F)(F)F)cc2CN2C(=O)OC(c3cc(C(F)(F)F)cc(C(F)(F)F)c3)C2C)CC1, [K+], [OH-]. Product: CCN(C(=O)C1CCC(CC(=O)O)CC1)c1ccc(OC(F)(F)F)cc1CN1C(=O)OC(c2cc(C(F)(F)F)cc(C(F)(F)F)c2)C1C. Reaction SMILES: [F:1][C:2]([c:3]1[cH:4][c:5]([CH:13]2[CH:14]([CH3:48])[N:15]([CH2:19][c:20]3[c:21]([N:31]([C:32](=[O:33])[CH:34]4[CH2:35][CH2:36][CH:37]([CH2:40][C:41](=[O:42])[O:43][CH2:44][CH3:45])[CH2:38][CH2:39]4)[CH2:46][CH3:47])[cH:22][cH:23][c:24]([O:26][C:27]([F:28])([F:29])[F:30])[cH:25]3)[C:16](=[O:18])[O:17]2)[cH:6][c:7]([C:9]([F:10])([F:11])[F:12])[cH:8]1)([F:49])[F:50].[K+:52].[OH-:51]>>[F:1][C:2]([c:3]1[cH:4][c:5]([CH:13]2[CH:14]([CH3:48])[N:15]([CH2:19][c:20]3[c:21]([N:31]([C:32](=[O:33])[CH:34]4[CH2:35][CH2:36][CH:37]([CH2:40][C:41](=[O:42])[OH:43])[CH2:38][CH2:39]4)[CH2:46][CH3:47])[cH:22][cH:23][c:24]([O:26][C:27]([F:28])([F:29])[F:30])[cH:25]3)[C:16](=[O:18])[O:17]2)[cH:6][c:7]([C:9]([F:10])([F:11])[F:12])[cH:8]1)([F:49])[F:50]. Starting materials: BrC1=C2C3(C(N(C2=CC=C1)CC=1OC(=CC1)C(F)(F)F)=O)C1=C(OC3)C=C3OCCC3=C1 (4′-bromo-1′-{[5-(trifluoromethyl)-2-furyl]methyl}-5,6-dihydrospiro[benzo[1,2-b:5,4-b′]difuran-3,3′-indol]-2′(1′H)-one), CN(C1=CC=C(C=N1)B(O)O)C ([6-(dimethylamino)pyridin-3-yl]boronic acid), BrC1=C2C3(C(N(C2=CC=C1)CCCCC)=O)COC=1C3=CC3=C(OCO3)C1 (4′-bromo-1′-pentylspiro[furo[2,3-f][1,3]benzodioxole-7,3′-indol]-2′(1′H)-one), O1C=C(C=C1)B(O)O (3-furylboronic acid). Yields the product O1C=C(C=C1)C1=C2C3(C(N(C2=CC=C1)CC=1OC(=CC1)C(F)(F)F)=O)C1=C(OC3)C=C3OCCC3=C1 (4′-(3-furyl)-1′-{[5-(trifluoromethyl)-2-furyl]methyl}-5,6-dihydrospiro[benzo[1,2-b:5,4-b′]difuran-3,3′-indol]-2′(1′H)-one). RXN SMILES: Br[C:2]1[CH:10]=[CH:9][CH:8]=[C:7]2[C:3]=1[C:4]1([CH2:25][O:24][C:23]3[CH:26]=[C:27]4[C:31](=[CH:32][C:22]1=3)[CH2:30][CH2:29][O:28]4)[C:5](=[O:21])[N:6]2[CH2:11][C:12]1[O:13][C:14]([C:17]([F:20])([F:19])[F:18])=[CH:15][CH:16]=1.BrC1C=CC=C2C=1[C:36]1([C:52]3=CC4OCOC=4C=[C:51]3[O:50][CH2:49]1)C(=O)N2CCCCC.O1C=CC(B(O)O)=C1.CN(C)C1N=CC(B(O)O)=CC=1>>[O:50]1[CH:51]=[CH:52][C:36]([C:2]2[CH:10]=[CH:9][CH:8]=[C:7]3[C:3]=2[C:4]2([CH2:25][O:24][C:23]4[CH:26]=[C:27]5[C:31](=[CH:32][C:22]2=4)[CH2:30][CH2:29][O:28]5)[C:5](=[O:21])[N:6]3[CH2:11][C:12]2[O:13][C:14]([C:17]([F:18])([F:20])[F:19])=[CH:15][CH:16]=2)=[CH:49]1. Procedure: Following the procedure as described in EXAMPLE 4, and making non-critical variations using 4′-bromo-1′-{[5-(trifluoromethyl)-2-furyl]methyl}-5,6-dihydrospiro[benzo[1,2-b:5,4-b′]difuran-3,3′-indol]-2′(1′H)-one to replace 4′-bromo-1′-pentylspiro[furo[2,3-f][1,3]benzodioxole-7,3′-indol]-2′(1′H)-one, and 3-furylboronic acid to replace [6-(dimethylamino)pyridin-3-yl]boronic acid, the title compound was obtained (27%) as a colorless solid: mp 167-169° C.; 1H NMR (300 MHz, CDCl3) δ 7.34-7.29 (m, 2H), ... Reactants: C(#N)C1=C(OC=2C=C(C=CC2)NC(C(F)(F)F)=O)C=CC(=C1)[N+](=O)[O-] (N-[3-(2-cyano-4-nitrophenoxy)phenyl]-2,2,2-trifluoroacetamide), CO (methanol). Reagents/catalysts: [C].[Pd] (palladium-carbon). The solvent is CN1C(CCC1)=O (1-methylpyrrolidin-2-one). Run at time 6 hour. Product: NC1=CC(=C(OC=2C=C(C=CC2)NC(C(F)(F)F)=O)C=C1)C#N (N-[3-(4-amino-2-cyanophenoxy)phenyl]-2,2,2-trifluoroacetamide). Isolated yield 96.4%. Reaction SMILES: [C:1]([C:3]1[CH:22]=[C:21]([N+:23]([O-])=O)[CH:20]=[CH:19][C:4]=1[O:5][C:6]1[CH:7]=[C:8]([NH:12][C:13](=[O:18])[C:14]([F:17])([F:16])[F:15])[CH:9]=[CH:10][CH:11]=1)#[N:2].CO>CN1CCCC1=O.[C].[Pd]>[NH2:23][C:21]1[CH:20]=[CH:19][C:4]([O:5][C:6]2[CH:7]=[C:8]([NH:12][C:13](=[O:18])[C:14]([F:15])([F:16])[F:17])[CH:9]=[CH:10][CH:11]=2)=[C:3]([C:1]#[N:2])[CH:22]=1 |f:3.4|. Reported procedure: To a solution of N-[3-(2-cyano-4-nitrophenoxy)phenyl]-2,2,2-trifluoroacetamide (2.81 g, 8.01 mmol) in 1-methylpyrrolidin-2-one (20 mL)/methanol (80 ml) was added 10% palladium-carbon (300 mg), and the mixture was stirred at room temperature for 6 hr under a hydrogen atmosphere (1 atm). Insoluble material was filtered off, and the filtrate was concentrated under reduced pressure. The obtained residue was diluted with ethyl acetate (200 ml), washed successively with water (100 mL×2) and saturated ... The reactants are ClCC(=O)Cl (chloroacetyl chloride), [Cl-].[Al+3].[Cl-].[Cl-] (aluminum chloride), FC(C(=O)N1CCC2=C(CC1)C=CC=C2)(F)F (3-(trifluoroacetyl)-2,3,4,5-tetrahydro-1H-3-benzazepine), Cl (hydrochloric acid). The solvent is ClC(C)Cl (dichloroethane), ClC(C)Cl (dichloroethane). Reaction conditions: time 3 hour. The product is ClCC(=O)C1=CC2=C(CCN(CC2)C(C(F)(F)F)=O)C=C1 (2-chloro-1-[3-(trifluoroacetyl)-2,3,4,5-tetrahydro-1H-3-benzazepin-7-yl]ethanone). The yield is 88.8%. As a reaction SMILES: [Cl:1][CH2:2][C:3](Cl)=[O:4].[Cl-].[Al+3].[Cl-].[Cl-].[F:10][C:11]([F:26])([F:25])[C:12]([N:14]1[CH2:20][CH2:19][C:18]2[CH:21]=[CH:22][CH:23]=[CH:24][C:17]=2[CH2:16][CH2:15]1)=[O:13].Cl>ClC(Cl)C>[Cl:1][CH2:2][C:3]([C:23]1[CH:22]=[CH:21][C:18]2[CH2:19][CH2:20][N:14]([C:12](=[O:13])[C:11]([F:25])([F:10])[F:26])[CH2:15][CH2:16][C:17]=2[CH:24]=1)=[O:4] |f:1.2.3.4|. Reported procedure: To a solution of chloroacetyl chloride (7.0 g) in dichloroethane (50 ml) was added aluminum chloride (8.2 g) at room temperature, and then a solution of 3-(trifluoroacetyl)-2,3,4,5-tetrahydro-1H-3-benzazepine (3.0 g) in dichloroethane (50 ml) was added. The obtained mixture was stirred at room temperature for 3 hr, and poured into ice-cooled 1N is hydrochloric acid (80 ml). Dichloroethane was evaporated under reduced pressure, and the residue was extracted with ethyl acetate. The extract was was... Starting materials: P(=O)(Cl)(Cl)Cl (Phosphorus oxychloride), COC(=O)C1=C(OC=C1)C (2-methyl-furan-3-carboxylic acid methyl ester), CN(C)C=O (DMF), [OH-].[Na+] (NaOH). Conditions: time 3 hour. Yields the product COC(=O)C1=C(OC(=C1)C=O)C (5-formyl-2-methyl-furan-3-carboxylic acid methyl ester). Reaction SMILES: P(Cl)(Cl)(Cl)=O.[CH3:6][O:7][C:8]([C:10]1[CH:14]=[CH:13][O:12][C:11]=1[CH3:15])=[O:9].[OH-].[Na+].CN([CH:21]=[O:22])C>>[CH3:6][O:7][C:8]([C:10]1[CH:14]=[C:13]([CH:21]=[O:22])[O:12][C:11]=1[CH3:15])=[O:9] |f:2.3|. Procedure details: Phosphorus oxychloride (33 ml) is added dropwise to a solution of 2-methyl-furan-3-carboxylic acid methyl ester (25.0 g) in DMF (75 ml) under nitrogen at 0° C. After 3 h 30 at 40° C., the reaction mixture is slowly poured onto water at 0° C. and NaOH 5 N is added carefully. The mixture is extracted three times with diethyl ether. The combined organic phases are washed with a saturated aqueous solution of NaHCO3, dried over Na2SO4 and concentrated in vacuo. The crude product is purified by chroma...